From a dataset of the Open Reaction Database (ORD), a public repository of structured organic reaction records. describe an organic reaction: reactants, conditions, products, and yield Starting materials: C(#N)[C@H]1N(C[C@H](C1)SC(C1=CC=CC=C1)(C1=CC=CC=C1)C1=CC=CC=C1)C(=O)OCC1=CC=C(C=C1)[N+](=O)[O-] ((2S, 4S)-2-cyano-1-(4-nitrobenzyloxycarbonyl)-4-tritylthiopyrrolidine), [N-]=[N+]=[N-].[Na+] (sodium azide), [Cl-].[NH4+] (ammonium chloride). The solvent is CN(C=O)C (dimethylformamide). Yields the product [N+](=O)([O-])C1=CC=C(COC(=O)N2[C@@H](C[C@@H](C2)SC(C2=CC=CC=C2)(C2=CC=CC=C2)C2=CC=CC=C2)C2=NN=NN2)C=C1 ((2S,4S)-1-(4-nitrobenzyloxycarbonyl) -2-(1H-tetrazol-5-yl)-4-tritylthiopyrrolidine). Yield: 86.2%. RXN SMILES: [C:1]([C@@H:3]1[CH2:7][C@H:6]([S:8][C:9]([C:22]2[CH:27]=[CH:26][CH:25]=[CH:24][CH:23]=2)([C:16]2[CH:21]=[CH:20][CH:19]=[CH:18][CH:17]=2)[C:10]2[CH:15]=[CH:14][CH:13]=[CH:12][CH:11]=2)[CH2:5][N:4]1[C:28]([O:30][CH2:31][C:32]1[CH:37]=[CH:36][C:35]([N+:38]([O-:40])=[O:39])=[CH:34][CH:33]=1)=[O:29])#[N:2].[N-:41]=[N+:42]=[N-:43].[Na+].[Cl-].[NH4+]>CN(C)C=O>[N+:38]([C:35]1[CH:36]=[CH:37][C:32]([CH2:31][O:30][C:28]([N:4]2[CH2:5][C@@H:6]([S:8][C:9]([C:16]3[CH:21]=[CH:20][CH:19]=[CH:18][CH:17]=3)([C:22]3[CH:27]=[CH:26][CH:25]=[CH:24][CH:23]=3)[C:10]3[CH:11]=[CH:12][CH:13]=[CH:14][CH:15]=3)[CH2:7][C@H:3]2[C:1]2[NH:43][N:42]=[N:41][N:2]=2)=[O:29])=[CH:33][CH:34]=1)([O-:40])=[O:39] |f:1.2,3.4|. Procedure: A mixture of (2S, 4S)-2-cyano-1-(4-nitrobenzyloxycarbonyl)-4-tritylthiopyrrolidine (2.00 g) and sodium azide (0.30 g) in dimethylformamide (20 ml) was stirred at 110°-120° C. for 9 hours in the presence of ammonium chloride (0.05 g). The mixture was concentrated under reduced pressure to give a residue. The residue was subjected to a column chromatography on silica gel (20 g) and eluted with a mixture of acetone and chloroform (10:90, V/V) to give (2S,4S)-1-(4-nitrobenzyloxycarbonyl) -2-(1H-tetr... Reactants: O=C([O-])[O-], CN1C2CC(=O)CC1C(OC1CCCCO1)C2, Cc1ccccc1, CCOC(=O)Cl, [K+], [K+], [Na+], [OH-]. Product: CCOC(=O)N1C2CC(=O)CC1C(OC1CCCCO1)C2. Reaction SMILES: [C:24](=[O:25])([O-:26])[O-:27].[CH3:1][N:2]1[CH:3]2[CH2:4][C:5](=[O:17])[CH2:6][CH:7]1[CH:8]([O:10][CH:11]1[O:12][CH2:13][CH2:14][CH2:15][CH2:16]1)[CH2:9]2.[CH3:30][c:31]1[cH:32][cH:33][cH:34][cH:35][cH:36]1.[Cl:18][C:19](=[O:20])[O:21][CH2:22][CH3:23].[K+:28].[K+:29].[Na+:38].[OH-:37]>>[N:2]1([C:19](=[O:20])[O:21][CH2:22][CH3:23])[CH:3]2[CH2:4][C:5](=[O:17])[CH2:6][CH:7]1[CH:8]([O:10][CH:11]1[O:12][CH2:13][CH2:14][CH2:15][CH2:16]1)[CH2:9]2.